This data is from the Open Reaction Database (ORD), a public repository of structured organic reaction records. The task is: describe an organic reaction: reactants, conditions, products, and yield Starting materials: [N+](=O)([O-])C1=CC=CC=2C(C3=CC=CC=C3C(C12)=O)=O (1-nitro-anthraquinone), N (ammonia). The solvent is C(=O)N (formamide). Run at time 4 hour. Product: NC1=CC=CC=2C(C3=CC=CC=C3C(C12)=N)=O (1-amino-anthraquinone imine). Reaction SMILES: [N+:1]([C:4]1[C:17]2[C:16](=O)[C:15]3[C:10](=[CH:11][CH:12]=[CH:13][CH:14]=3)[C:9](=[O:19])[C:8]=2[CH:7]=[CH:6][CH:5]=1)([O-])=O.[NH3:20]>C(N)=O>[NH2:1][C:4]1[C:17]2[C:16](=[NH:20])[C:15]3[C:10](=[CH:11][CH:12]=[CH:13][CH:14]=3)[C:9](=[O:19])[C:8]=2[CH:7]=[CH:6][CH:5]=1. Procedure details: 26.3 g of 1-nitro-anthraquinone (96%) is suspended in 110 g of formamide. If ammonia gas is introduced at 155° C, no more starting material may be detected by thin layer chromatography after 4 hours. After complete removal of the solvent by distillation under vacuum, 22.5 g of an 80% 1-amino-anthraquinone (80% of the theoretical yield) which contains 4%, by weight of 1-amino-anthraquinone imine are obtained. Starting materials: CCOC(C)=O, CCOC(=O)c1[nH]nc(C)c1Cl, CCCCCC, COc1cc(N2CCN(C(=O)CCl)C(C)C2)ccc1Cl, [K+], [K+], O=C([O-])[O-], CN(C)C=O. Yields the product CCOC(=O)c1c(Cl)c(C)nn1CC(=O)N1CCN(c2ccc(Cl)c(OC)c2)CC1C. As a reaction SMILES: [C:44]([O:45][CH2:46][CH3:47])(=[O:48])[CH3:49].[CH2:1]([CH3:2])[O:3][C:4](=[O:5])[c:6]1[c:7]([Cl:12])[c:8]([CH3:11])[n:9][nH:10]1.[CH3:50][CH2:51][CH2:52][CH2:53][CH2:54][CH3:55].[Cl:19][CH2:20][C:21](=[O:22])[N:23]1[CH:24]([CH3:38])[CH2:25][N:26]([c:29]2[cH:30][c:31]([O:36][CH3:37])[c:32]([Cl:35])[cH:33][cH:34]2)[CH2:27][CH2:28]1.[K+:13].[K+:14].[O-:15][C:16]([O-:17])=[O:18].[O:39]=[CH:40][N:41]([CH3:42])[CH3:43]>>[CH2:1]([CH3:2])[O:3][C:4](=[O:5])[c:6]1[c:7]([Cl:12])[c:8]([CH3:11])[n:9][n:10]1[CH2:20][C:21](=[O:22])[N:23]1[CH:24]([CH3:38])[CH2:25][N:26]([c:29]2[cH:30][c:31]([O:36][CH3:37])[c:32]([Cl:35])[cH:33][cH:34]2)[CH2:27][CH2:28]1. The reactants are ClC1=CC(=C(OCC2=C(C=CC=C2)C(C(=O)NN)OC)C=C1)C (2-(4-chloro-2-methylphenoxymethyl)phenyl-2-methoxyacetic acid hydrazide), C(OCC)([O-])[O-] (ethyl orthoformate), C1=CC=CC=C1 (benzene), O.C1(=CC=C(C=C1)S(=O)(=O)O)C (p-toluenesulfonic acid monohydrate). Run in O (water). Yields the product ClC1=CC(=C(OCC2=C(C(OC)C=3OC=NN3)C=CC=C2)C=C1)C (2-[2-(4-chloro-2-methylphenoxymethyl)-α-methoxybenzyl]-1,3,4-oxadiazole). Yield: 13.5%. Reaction SMILES: [Cl:1][C:2]1[CH:22]=[CH:21][C:5]([O:6][CH2:7][C:8]2[CH:13]=[CH:12][CH:11]=[CH:10][C:9]=2[CH:14]([O:19][CH3:20])[C:15]([NH:17][NH2:18])=[O:16])=[C:4]([CH3:23])[CH:3]=1.[CH:24]([O-])([O-])OCC.C1C=CC=CC=1.O.C1(C)C=CC(S(O)(=O)=O)=CC=1>O>[Cl:1][C:2]1[CH:22]=[CH:21][C:5]([O:6][CH2:7][C:8]2[CH:13]=[CH:12][CH:11]=[CH:10][C:9]=2[CH:14]([C:15]2[O:16][CH:24]=[N:18][N:17]=2)[O:19][CH3:20])=[C:4]([CH3:23])[CH:3]=1 |f:3.4|. Procedure: To 0.50 g (1.5 mmol) of 2-(4-chloro-2-methylphenoxymethyl)phenyl-2-methoxyacetic acid hydrazide was added 1.5 ml of ethyl orthoformate, stirred under reflux for 3 hours, and thereafter concentrated under reduced pressure. To the residue thus obtained, 4.5 ml of benzene and 0.03 g (0.15 mmol) of p-toluenesulfonic acid monohydrate were added and stirred under reflux for an hour. After completion of the reaction, 100 ml of water was added and extracted twice with 50 ml of dichloromethane. The dichl... Starting materials: C(O)([O-])=O.[Na+] (sodium hydrogencarbonate), COC=1C(=CC(=C(C1)N1CCNCC1)C1CC(CC(C1)(C)C)(C)C)N1CCCCC1 (1-[5-methoxy-4-piperidin-1-yl-2-(3,3,5,5-tetramethylcyclohexyl)phenyl]piperazine), C(CC)=O (propionaldehyde), C(C)(=O)O[BH-](OC(C)=O)OC(C)=O.[Na+] (sodium triacetoxyborohydride). Run in C(C)(=O)OCC (ethyl acetate), O1CCCC1 (tetrahydrofuran). Reaction conditions: time 10 minute. The product is COC=1C(=CC(=C(C1)N1CCN(CC1)CCC)C1CC(CC(C1)(C)C)(C)C)N1CCCCC1 (1-[5-methoxy-4-piperidin-1-yl-2-(3,3,5,5-tetramethylcyclohexyl)phenyl]-4-propylpiperazine). RXN SMILES: [CH3:1][O:2][C:3]1[C:4]([N:25]2[CH2:30][CH2:29][CH2:28][CH2:27][CH2:26]2)=[CH:5][C:6]([CH:15]2[CH2:20][C:19]([CH3:22])([CH3:21])[CH2:18][C:17]([CH3:24])([CH3:23])[CH2:16]2)=[C:7]([N:9]2[CH2:14][CH2:13][NH:12][CH2:11][CH2:10]2)[CH:8]=1.[CH:31](=O)[CH2:32][CH3:33].C(O[BH-](OC(=O)C)OC(=O)C)(=O)C.[Na+].C(=O)([O-])O.[Na+]>C(OCC)(=O)C.O1CCCC1>[CH3:1][O:2][C:3]1[C:4]([N:25]2[CH2:26][CH2:27][CH2:28][CH2:29][CH2:30]2)=[CH:5][C:6]([CH:15]2[CH2:16][C:17]([CH3:24])([CH3:23])[CH2:18][C:19]([CH3:21])([CH3:22])[CH2:20]2)=[C:7]([N:9]2[CH2:10][CH2:11][N:12]([CH2:31][CH2:32][CH3:33])[CH2:13][CH2:14]2)[CH:8]=1 |f:2.3,4.5|. Procedure: To a mixture of 1-[5-methoxy-4-piperidin-1-yl-2-(3,3,5,5-tetramethylcyclohexyl)phenyl]piperazine (5 mg, 0.0121 mmol) produced in Example (72b), propionaldehyde (1.4 mg, 0.0242 mmol) and tetrahydrofuran (0.3 mL) was added sodium triacetoxyborohydride (5 mg, 0.0242 mmol), followed by stirring for 1 hour and 10 minutes at room temperature. Saturated aqueous solution of sodium hydrogencarbonate was added to the reaction mixture and extraction was performed with ethyl acetate. The solvent was distill... The reactants are NC[C@@H](C)N1N=C(C=C1)C1=CC(=C(C#N)C(=C1)F)F ((R)-4-(1-(1-aminopropan-2-yl)-1H-pyrazol-3-yl)-2,6-difluorobenzonitrile), C(#N)CC=1SC=C(N1)C(=O)O (2-(cyanomethyl)-thiazole-4-carboxylic acid). Yields the product C(#N)C1=C(C=C(C=C1F)C1=NN(C=C1)[C@@H](CNC(=O)C=1N=C(SC1)CC#N)C)F ((R)—N-(2-(3-(4-cyano-3,5-difluorophenyl)-1H-pyrazol-1-yl)propyl)-2-(cyanomethyl)thiazole-4-carboxamide). RXN SMILES: [NH2:1][CH2:2][C@H:3]([N:5]1[CH:9]=[CH:8][C:7]([C:10]2[CH:17]=[C:16]([F:18])[C:13]([C:14]#[N:15])=[C:12]([F:19])[CH:11]=2)=[N:6]1)[CH3:4].[C:20]([CH2:22][C:23]1[S:24][CH:25]=[C:26]([C:28](O)=[O:29])[N:27]=1)#[N:21]>>[C:14]([C:13]1[C:16]([F:18])=[CH:17][C:10]([C:7]2[CH:8]=[CH:9][N:5]([C@H:3]([CH3:4])[CH2:2][NH:1][C:28]([C:26]3[N:27]=[C:23]([CH2:22][C:20]#[N:21])[S:24][CH:25]=3)=[O:29])[N:6]=2)=[CH:11][C:12]=1[F:19])#[N:15]. Reported procedure: The title compound was prepared from (R)-4-(1-(1-aminopropan-2-yl)-1H-pyrazol-3-yl)-2,6-difluorobenzonitrile (380 mg, 1.45 mmol) and 2-(cyanomethyl)-thiazole-4-carboxylic acid (244 mg, 1.45 mmol) using the method of Example 34(d). Yield 70 mg. 1H NMR (400 MHz; d6-DMSO): δ 1.47 (d, 3H), 3.29 (s, 2H), 3.67 (m, 2H), 4.74 (m, 1H), 6.99 (d, 1H), 7.77 (m, 2H), 7.92 (d, 1H), 8.25 (d, 1H), 8.44 (m, 1H). The reactants are COC1=C(C=O)C=C(C=C1)OC1=CC=CC=C1 (2-Methoxy-5-phenoxybenzaldehyde), Cl.NO (hydroxylamine hydrochloride), C(C)(=O)[O-].[Na+] (sodium acetate), O (Water). The solvent is CO (methanol). The product is COC1=C(C=NO)C=C(C=C1)OC1=CC=CC=C1 (2-methoxy-5-phenoxybenzaldehyde oxime). The yield is 98.0%. Reaction SMILES: [CH3:1][O:2][C:3]1[CH:10]=[CH:9][C:8]([O:11][C:12]2[CH:17]=[CH:16][CH:15]=[CH:14][CH:13]=2)=[CH:7][C:4]=1[CH:5]=O.[OH2:18].Cl.[NH2:20]O.C([O-])(=O)C.[Na+]>CO>[CH3:1][O:2][C:3]1[CH:10]=[CH:9][C:8]([O:11][C:12]2[CH:17]=[CH:16][CH:15]=[CH:14][CH:13]=2)=[CH:7][C:4]=1[CH:5]=[N:20][OH:18] |f:2.3,4.5|. Reported procedure: 2-Methoxy-5-phenoxybenzaldehyde (4.5 g, 19.7 mmol) was dissolved in 60 ml of warm methanol. Water (40 ml) was added to this solution followed by the addition of hydroxylamine hydrochloride (2.7 g, 38.9 mmol) and anhydrous sodium acetate (6.5 g, 79.2 mmol). This mixture was then refluxed for 4 hours. The reaction mixture was concentrated under reduced pressure to remove the methanol. The residue was partitioned with ethyl acetate. The ethyl acetate layer was separated, washed five times with wate... Starting materials: solution, C(CCCCC)SC=1C(=O)NC(C1)=O (Hexylsulfanylmaleimide), C(C)#N (acetonitrile). Product: C1(=CC=CC=C1)C(=C)C1=CC=CC=C1 (1,1-diphenylethyene). RXN SMILES: [CH2:1](SC1C(NC(=O)C=1)=O)[CH2:2][CH2:3][CH2:4][CH2:5][CH3:6].[C:15](#N)[CH3:16]>>[C:3]1([C:15]([C:6]2[CH:5]=[CH:4][CH:3]=[CH:2][CH:1]=2)=[CH2:16])[CH:2]=[CH:1][CH:6]=[CH:5][CH:4]=1. Procedure details: Hexylsulfanylmaleimide (25 mg, 0.116 mmol) was dissolved in acetonitrile (21 mL) and 1,1-diphenylethyene (203 μL, 1.16 mmol) to provide a 0.005M solution. The resulting solution was degassed for 30 minutes and irradiated in pyrex glassware for 5 minutes with stirring. Solvent was removed in vacuo and purification by flash chromatography (gradient elution in petroleum ether to 30% ethyl acetate in petroleum ether) afforded the desired compound as a colourless oil (30 mg, 0.075 mmol) in 64% yield.... The reactants are N(=O)[O-].[Na+] (sodium nitrite), ClC1=NC(=C2N=CN(C2=N1)COCCO)N (2-chloro-9-(2-hydroxyethoxymethyl)adenine). The solvent is C(C)(=O)O (acetic acid). Conditions: time 2 hour. Yields the product ClC=1NC(C=2N=CN(C2N1)COCCO)=O (2-chloro-9-(2-hydroxyethoxymethyl) hypoxanthine). Yield: 49.8%. RXN SMILES: N([O-])=[O:2].[Na+].[Cl:5][C:6]1[N:14]=[C:13]2[C:9]([N:10]=[CH:11][N:12]2[CH2:15][O:16][CH2:17][CH2:18][OH:19])=[C:8](N)[N:7]=1>C(O)(=O)C>[Cl:5][C:6]1[NH:7][C:8](=[O:2])[C:9]2[N:10]=[CH:11][N:12]([CH2:15][O:16][CH2:17][CH2:18][OH:19])[C:13]=2[N:14]=1 |f:0.1|. Procedure details: Solid sodium nitrite (0.97g) was added at room temperature with stirring over a period of one hour to a solution of 2-chloro-9-(2-hydroxyethoxymethyl)adenine (0.5g) in glacial acetic acid (10ml). The reaction mixture was stirred for an additional 41/2 hours. The white solid was removed by filtration, washed with cold acetic acid and then well triturated with cold water to remove the sodium acetate present. The solid product was retained. The combined acetic acid filtrate and wash was evaporated ...